From a dataset of the Open Reaction Database (ORD), a public repository of structured organic reaction records. describe an organic reaction: reactants, conditions, products, and yield Product: Cl.ClC1=CC=C(/C=C/S(=O)(=O)N2CCN(CC2)C(C2=CC=C(C=C2)C2=CC(=NC(=N2)N)N)=O)C=C1 (1-[(E)-4-Chlorostyrylsulfonyl]-4-[4-(2,4-diaminopyrimidin-6-yl)benzoyl]piperazine hydrochloride). As a reaction SMILES: Cl.[NH2:2][C:3]1[N:8]=[C:7]([NH2:9])[CH:6]=[C:5]([C:10]2[CH:18]=[CH:17][C:13]([C:14]([OH:16])=O)=[CH:12][CH:11]=2)[N:4]=1.Cl.[Cl:20][C:21]1[CH:37]=[CH:36][C:24](/[CH:25]=[CH:26]/[S:27]([N:30]2[CH2:35][CH2:34][NH:33][CH2:32][CH2:31]2)(=[O:29])=[O:28])=[CH:23][CH:22]=1>>[ClH:20].[Cl:20][C:21]1[CH:22]=[CH:23][C:24](/[CH:25]=[CH:26]/[S:27]([N:30]2[CH2:35][CH2:34][N:33]([C:14](=[O:16])[C:13]3[CH:12]=[CH:11][C:10]([C:5]4[N:4]=[C:3]([NH2:2])[N:8]=[C:7]([NH2:9])[CH:6]=4)=[CH:18][CH:17]=3)[CH2:32][CH2:31]2)(=[O:28])=[O:29])=[CH:36][CH:37]=1 |f:0.1,2.3,4.5|. The reactants are Cl.NC1=NC(=CC(=N1)N)C1=CC=C(C(=O)O)C=C1 (4-(2,4-diamino-6-pyrimidyl)benzoic acid hydrochloride), Cl.ClC1=CC=C(/C=C/S(=O)(=O)N2CCNCC2)C=C1 (1-[(E)-4-chlorostyrylsulfonyl)piperazine hydrochloride). Reported procedure: In the same manner as in Example A-21, a reaction was conducted using 4-(2,4-diamino-6-pyrimidyl)benzoic acid hydrochloride and 1-[(E)-4-chlorostyrylsulfonyl)piperazine hydrochloride obtained in Referential Example 31 as starting materials, whereby the title compound was obtained. Reactants: C(O)CN (ethanolamine), C(C1=CC=CC=C1)=O (benzaldehyde). The solvent is CO (MeOH). Conditions: time 120 hour. Product: C(/C1=CC=CC=C1)=N\CCO ((E)-2-(benzylideneamino)ethanol). Yield: 88.1%. Reaction SMILES: [CH2:1]([CH2:3][NH2:4])[OH:2].[CH:5](=O)[C:6]1[CH:11]=[CH:10][CH:9]=[CH:8][CH:7]=1>CO>[CH:5](=[N:4]/[CH2:3][CH2:1][OH:2])\[C:6]1[CH:11]=[CH:10][CH:9]=[CH:8][CH:7]=1. Procedure details: To a solution of ethanolamine (1.23 g, 20.1 mmol) in anhydrous MeOH (50 mL) at 0° C. was added benzaldehyde (2.13 g, 20.0 mmol) and molecular sieves (10 pieces). The resulting mixture was gradually warmed to room temperature and stirred for 120 h. The reaction mixture was filtered while rinsing with CH2Cl2. The filtrate was evaporated, and the residue was dried under vacuum overnight to afford off-white oily Compound 1 (2.63 g, 87%). The compound was used for the next step without further purifi...